From a dataset of the Open Reaction Database (ORD), a public repository of structured organic reaction records. describe an organic reaction: reactants, conditions, products, and yield Reactants: FC1=CC=C(C=C1)C=1C=C(C=NC1)C1N(CCC1)C (5-(4-fluorophenyl)-3-(1-methyl-2-pyrrolidinyl) pyridine), C(\C=C\C(=O)O)(=O)O (fumaric acid), amine. Solvent: CO (methanol). Product: C(\C=C\C(=O)O)(=O)O.FC1=CC=C(C=C1)C=1C=C(C=NC1)C1N(CCC1)C (5-(4-fluorophenyl)-3-(1-methyl-2-pyrrolidinyl)pyridine fumarate). Yield: 63.0%. As a reaction SMILES: [F:1][C:2]1[CH:7]=[CH:6][C:5]([C:8]2[CH:9]=[C:10]([CH:14]3[CH2:18][CH2:17][CH2:16][N:15]3[CH3:19])[CH:11]=[N:12][CH:13]=2)=[CH:4][CH:3]=1.[C:20]([OH:27])(=[O:26])/[CH:21]=[CH:22]/[C:23]([OH:25])=[O:24]>CO>[C:20]([OH:27])(=[O:26])/[CH:21]=[CH:22]/[C:23]([OH:25])=[O:24].[F:1][C:2]1[CH:3]=[CH:4][C:5]([C:8]2[CH:9]=[C:10]([CH:14]3[CH2:18][CH2:17][CH2:16][N:15]3[CH3:19])[CH:11]=[N:12][CH:13]=2)=[CH:6][CH:7]=1 |f:3.4|. Reported procedure: The pyridine derivative described above was converted to a compound of the invention having Formula I by the addition of one equivalent of fumaric acid to a methanol (15 mL) solution of the free amine at 25° C. After 30 minutes the solvent was removed in vacuo and the residue pumped under high vacuum. Trituration with diethyl ether followed by recrystallization from ethyl acetate afforded 5-(4-fluorophenyl)-3-(1-methyl-2-pyrrolidinyl)pyridine fumarate, (63%). M.p. 159°-160° C. (EtOAc); 1H NMR (D... Reaction conditions: time 8 hour. Reported procedure: To a solution of 0.170 g of 3-(3-fluoro-phenoxy)-azetidine in 10 mL of CH2Cl2 was added 0.180 g of 3-(4-oxo-cyclohexyl)-1H-indole-5-carbonitrile followed by 0.420 g of sodium triacetoxyborohydride. The reaction was stirred at room temperature overnight. It was quenched with 1N NaOH and the product was extracted with ether. The organic phase was washed with water, dried over magnesium sulfate, filtered, and concentrated. The product was filtered through 150 mL of silica gel using 50% ethyl acetat... The yield is 32.3%. Product: FC=1C=C(OC2CN(C2)[C@H]2CC[C@H](CC2)C2=CNC3=CC=C(C=C23)C#N)C=CC1 (3-(cis-4-[3-(3-Fluoro-phenoxy)-azetidin-1-yl]-cyclohexyl)-1H-indole-5-carbonitrile). Run in C(Cl)Cl (CH2Cl2). Starting materials: FC=1C=C(OC2CNC2)C=CC1 (3-(3-fluoro-phenoxy)-azetidine), O=C1CCC(CC1)C1=CNC2=CC=C(C=C12)C#N (3-(4-oxo-cyclohexyl)-1H-indole-5-carbonitrile), C(C)(=O)O[BH-](OC(C)=O)OC(C)=O.[Na+] (sodium triacetoxyborohydride). As a reaction SMILES: [F:1][C:2]1[CH:3]=[C:4]([CH:10]=[CH:11][CH:12]=1)[O:5][CH:6]1[CH2:9][NH:8][CH2:7]1.O=[C:14]1[CH2:19][CH2:18][CH:17]([C:20]2[C:28]3[C:23](=[CH:24][CH:25]=[C:26]([C:29]#[N:30])[CH:27]=3)[NH:22][CH:21]=2)[CH2:16][CH2:15]1.C(O[BH-](OC(=O)C)OC(=O)C)(=O)C.[Na+]>C(Cl)Cl>[F:1][C:2]1[CH:3]=[C:4]([CH:10]=[CH:11][CH:12]=1)[O:5][CH:6]1[CH2:9][N:8]([C@@H:14]2[CH2:15][CH2:16][C@H:17]([C:20]3[C:28]4[C:23](=[CH:24][CH:25]=[C:26]([C:29]#[N:30])[CH:27]=4)[NH:22][CH:21]=3)[CH2:18][CH2:19]2)[CH2:7]1 |f:2.3|.